This data is from the Open Reaction Database (ORD), a public repository of structured organic reaction records. The task is: describe an organic reaction: reactants, conditions, products, and yield The reactants are C(C1=CC=CO1)=O (furfural), [OH-].[Na+] (sodium hydroxide), [Si](O)(O)(O)O.C1(=CC=CC=C1)O (phenol silicate), C(C1=CC=CO1)=O (furfural). The product is [Si](O)(O)(O)O.C1(=CC=CC=C1)O.C(C1=CC=CO1)=O (furfural phenol silicate). Reaction SMILES: [CH:1](=[O:7])[C:2]1[O:6][CH:5]=[CH:4][CH:3]=1.[OH-].[Na+].[Si:10]([OH:14])([OH:13])([OH:12])[OH:11].[C:15]1([OH:21])[CH:20]=[CH:19][CH:18]=[CH:17][CH:16]=1>>[Si:10]([OH:14])([OH:13])([OH:12])[OH:11].[C:15]1([OH:21])[CH:20]=[CH:19][CH:18]=[CH:17][CH:16]=1.[CH:1](=[O:7])[C:2]1[O:6][CH:5]=[CH:4][CH:3]=1 |f:1.2,3.4,5.6.7|. Procedure: About 25 parts by weight of furfural and about 3 parts by weight of sodium hydroxide granules are added to the said phenol silicate, mixed then heated to just below the boiling point of furfural for 10 to 50 minutes until the desired viscosity is obtained, thereby producing brown poly(furfural phenol silicate) resin. The said resin may be produced as a thick brown liquid, brown fusable solid, or infusable solid, depending on the length of time that the resin is heated. Starting materials: ClC=1C=C(C=CC1O)C=1C(NC(NN1)=O)C (6-(3-chloro-4-hydroxyphenyl)-4,5-dihydro-5-methyl-1,2,4-triazin-3(2H)-one), [H-].[Na+] (sodium hydride), ClCC(=O)OCC (ethyl chloroacetate). Solvent: CN(C=O)C (dimethylformamide), CN(C=O)C (dimethylformamide). Reaction conditions: time 30 minute. The product is ClC1=C(OCC(=O)OCC)C=CC(=C1)C=1C(NC(NN1)=O)C (Ethyl α-[2-chloro-4-(2,3,4,5-tetrahydro-5-methyl-3-oxo-1,2,4-triazin-6-yl)phenoxy]acetate). Reaction SMILES: [Cl:1][C:2]1[CH:3]=[C:4]([C:9]2[CH:10]([CH3:16])[NH:11][C:12](=[O:15])[NH:13][N:14]=2)[CH:5]=[CH:6][C:7]=1[OH:8].[H-].[Na+].Cl[CH2:20][C:21]([O:23][CH2:24][CH3:25])=[O:22]>CN(C)C=O>[Cl:1][C:2]1[CH:3]=[C:4]([C:9]2[CH:10]([CH3:16])[NH:11][C:12](=[O:15])[NH:13][N:14]=2)[CH:5]=[CH:6][C:7]=1[O:8][CH2:20][C:21]([O:23][CH2:24][CH3:25])=[O:22] |f:1.2|. Reported procedure: 2.00 g of 6-(3-chloro-4-hydroxyphenyl)-4,5-dihydro-5-methyl-1,2,4-triazin-3(2H)-one [prepared as described in Example 2(a)] were added, whilst ice-cooling, to a stirred suspension of 364 mg of sodium hydride (as a 55% w/w dispersion in mineral oil) in 30 ml of anhydrous dimethylformamide. The mixture was then stirred at room temperature for 30 minutes, after which 0.89 ml of ethyl chloroacetate was added, and the mixture was stirred at 105°-110° C. (bath temperature) for 1.5 hours. The dimethylf... The reactants are C(=O)N1CCCCC1 (N-formyl piperidine), C(C1=CC=CC=C1)OCC=1SC=C(C1)Br (2-benzyloxymethyl-4-bromo-thiophene), C(C1=CC=CC=C1)OCC=1SC=C(C1)Br (2-benzyloxymethyl-4-bromo-thiophene), solution, [Li+].CC(C)[N-]C(C)C (LDA). Solvent: O1CCCC1 (tetrahydrofuran), O1CCCC1 (tetrahydrofuran). Reaction conditions: temperature 0 celsius, time 30 minute. Yields the product C(C1=CC=CC=C1)OCC1=CC(=C(S1)C=O)Br (5-benzyloxymethyl-3-bromo-thiophene-2-carbaldehyde). Reaction SMILES: [CH2:1]([O:8][CH2:9][C:10]1[S:11][CH:12]=[C:13]([Br:15])[CH:14]=1)[C:2]1[CH:7]=[CH:6][CH:5]=[CH:4][CH:3]=1.[Li+].CC([N-]C(C)C)C.[CH:24](N1CCCCC1)=[O:25]>O1CCCC1>[CH2:1]([O:8][CH2:9][C:10]1[S:11][C:12]([CH:24]=[O:25])=[C:13]([Br:15])[CH:14]=1)[C:2]1[CH:3]=[CH:4][CH:5]=[CH:6][CH:7]=1 |f:1.2|. Reported procedure: To 2-benzyloxymethyl-4-bromo-thiophene (29.2 g, 103 mmol, Intermediate (86)] in tetrahydrofuran (100 mL) was added dropwise a 1.8M solution of LDA in tetrahydrofuran (63 mL, 113 mmol) at 0° C. under nitrogen atmosphere. The solution was stirred at 0° C. for 30 minutes. Then N-formyl piperidine (13.75 mL, 127 mmol) was added and the reaction was stirred at 0° C. for 45 minutes, at room temperature for 15 minutes, and was quenched with saturated aqueous ammonium chloride. The mixture was extracted... Reactants: [BH4-], CO, COC(=O)c1cc(C=O)cc(-n2cccc2)c1, NCCO, [Na+], [Na+], O=C([O-])O. The product is COC(=O)c1cc(CNCCO)cc(-n2cccc2)c1. RXN SMILES: [BH4-:22].[CH3:29][OH:30].[CH:1](=[O:2])[c:3]1[cH:4][c:5]([C:6](=[O:7])[O:8][CH3:9])[cH:10][c:11](-[n:13]2[cH:14][cH:15][cH:16][cH:17]2)[cH:12]1.[NH2:18][CH2:19][CH2:20][OH:21].[Na+:23].[Na+:24].[OH:25][C:26](=[O:27])[O-:28]>>[CH2:1]([c:3]1[cH:4][c:5]([C:6](=[O:7])[O:8][CH3:9])[cH:10][c:11](-[n:13]2[cH:14][cH:15][cH:16][cH:17]2)[cH:12]1)[NH:18][CH2:19][CH2:20][OH:21]. The reactants are CCOC(=O)C1CN(CC2=Cc3ccc(OC)cc32)CCC1O, CC(=O)OC(C)=O, Cc1ccccc1, Cl, [Na+], [OH-]. Product: CCOC(=O)C1CN(CC2=Cc3ccc(OC)cc32)CCC1OC(C)=O, Cl. RXN SMILES: [CH2:2]([CH3:3])[O:4][C:5](=[O:6])[CH:7]1[CH2:8][N:9]([CH2:14][C:15]2=[CH:16][c:17]3[c:18]2[cH:19][c:20]([O:23][CH3:24])[cH:21][cH:22]3)[CH2:10][CH2:11][CH:12]1[OH:13].[CH3:25][C:26](=[O:27])[O:28][C:29](=[O:30])[CH3:31].[CH3:34][c:35]1[cH:36][cH:37][cH:38][cH:39][cH:40]1.[ClH:1].[Na+:33].[OH-:32]>>[CH2:2]([CH3:3])[O:4][C:5](=[O:6])[CH:7]1[CH2:8][N:9]([CH2:14][C:15]2=[CH:16][c:17]3[c:18]2[cH:19][c:20]([O:23][CH3:24])[cH:21][cH:22]3)[CH2:10][CH2:11][CH:12]1[O:13][C:26]([CH3:25])=[O:27].[ClH:1].